Dataset: the Open Reaction Database (ORD), a public repository of structured organic reaction records. Task: describe an organic reaction: reactants, conditions, products, and yield Reactants: BrC1=NC=CC=C1 (2-bromopyridine), [Li]CCCC (n-BuLi), N1N=C(C2=C1C=CS2)C=2NC1=CC=C(C=C1C2)C(CC)=O (1-[2-(1H-thieno[3,2-c]pyrazol-3-yl)-1H-indol-5-yl]-propan-1-one), CO (methanol). The solvent is O1CCCC1 (tetrahydrofuran), O1CCCC1 (tetrahydrofuran). Reaction conditions: time 20 minute. Yields the product N1=C(C=CC=C1)C(CC)(O)C=1C=C2C=C(NC2=CC1)C=1C2=C(NN1)C=CS2 (1-pyridin-2-yl-1-[2-(1H-thieno[3,2-c]pyrazol-3-yl)-1H-indol-5-yl]-propan-1-ol). Isolated yield 96.5%. RXN SMILES: Br[C:2]1[CH:7]=[CH:6][CH:5]=[CH:4][N:3]=1.[Li]CCCC.[NH:13]1[C:17]2[CH:18]=[CH:19][S:20][C:16]=2[C:15]([C:21]2[NH:22][C:23]3[C:28]([CH:29]=2)=[CH:27][C:26]([C:30](=[O:33])[CH2:31][CH3:32])=[CH:25][CH:24]=3)=[N:14]1.CO>O1CCCC1>[N:3]1[CH:4]=[CH:5][CH:6]=[CH:7][C:2]=1[C:30]([C:26]1[CH:27]=[C:28]2[C:23](=[CH:24][CH:25]=1)[NH:22][C:21]([C:15]1[C:16]3[S:20][CH:19]=[CH:18][C:17]=3[NH:13][N:14]=1)=[CH:29]2)([OH:33])[CH2:31][CH3:32]. Procedure: To a solution of 2-bromopyridine (224 mg, 1.42 mmol) in anhydrous tetrahydrofuran (2 mL) is added n-BuLi (1.6 M in hexane, 0.95 mL, 1.52 mmol) at −78° C. under nitrogen. After stirring for 20 minutes, to it is added a solution of 142-(1H-thieno[3,2-c]pyrazol-3-yl)-1H-indol-5-yl)-propan-1-one (140 mg, 0.473 mmol, Example 28) in anhydrous tetrahydrofuran (4 mL) drop wise. After 30 minutes, the cooling bath is removed and continued stirring at ambient temp for 30 minutes. The reaction is quenched b... The reactants are NC=1SC(=CN1)C (2-Amino-5-methylthiazole), C(C)OC=C(C(=O)OCC)C(=O)OCC (diethyl ethoxymethylenemalonate). Product: C(=O)(OCC)C(=CNC=1SC(=CN1)C)C(=O)OCC (2-(2,2-dicarbethoxyethenylamino)-5-methylthiazole). Yield: 82.7%. Reaction SMILES: [NH2:1][C:2]1[S:3][C:4]([CH3:7])=[CH:5][N:6]=1.C(O[CH:11]=[C:12]([C:18]([O:20][CH2:21][CH3:22])=[O:19])[C:13]([O:15][CH2:16][CH3:17])=[O:14])C>>[C:18]([C:12]([C:13]([O:15][CH2:16][CH3:17])=[O:14])=[CH:11][NH:1][C:2]1[S:3][C:4]([CH3:7])=[CH:5][N:6]=1)([O:20][CH2:21][CH3:22])=[O:19]. Reported procedure: 2-Amino-5-methylthiazole (6.85 g., 60 mmoles) and diethyl ethoxymethylenemalonate (14.3 g., 66 mmoles) were heated on a steam bath for 1 hour. The reaction mixture was cooled and the product precipitated by the addition of approximately 75 ml. of hexane. Purified 2-(2,2-dicarbethoxyethenylamino)-5-methylthiazole (14.1 g. in two crops, Rf 0.55-0.65 on silica gel thin layer chromatography with chloroform/1% ethanol as eluant) was obtained by recrystallization from hexane. Reactants: COC(=O)C(Br)Cc1cc(OC)cc(OC)c1, O=C([O-])[O-], CCOC(C)=O, [K+], [K+], CN(C)C=O, O=C(O)CS. The product is COC(=O)C(Cc1cc(OC)cc(OC)c1)SCC(=O)O. Reaction SMILES: [Br:1][CH:2]([C:3](=[O:4])[O:5][CH3:6])[CH2:7][c:8]1[cH:9][c:10]([O:16][CH3:17])[cH:11][c:12]([O:14][CH3:15])[cH:13]1.[C:18](=[O:19])([O-:20])[O-:21].[CH3:34][CH2:35][O:36][C:37](=[O:38])[CH3:39].[K+:22].[K+:23].[O:29]=[CH:30][N:31]([CH3:32])[CH3:33].[SH:24][CH2:25][C:26](=[O:27])[OH:28]>>[CH:2]([C:3](=[O:4])[O:5][CH3:6])([CH2:7][c:8]1[cH:9][c:10]([O:16][CH3:17])[cH:11][c:12]([O:14][CH3:15])[cH:13]1)[S:24][CH2:25][C:26](=[O:27])[OH:28]. Reactants: CC(=O)N1C(=O)OCC1Cc1ccccc1, O=[N+]([O-])C=Cc1ccc(OCc2ccccc2)c(OC2CCCC2)c1, C1CCOC1, CC(C)NC(C)C, [Li]. Yields the product O=C(CC(C[N+](=O)[O-])c1ccc(OCc2ccccc2)c(OC2CCCC2)c1)N1C(=O)OCC1Cc1ccccc1. Reaction SMILES: [C:1]([CH3:2])(=[O:3])[N:4]1[C:5](=[O:16])[O:6][CH2:7][CH:8]1[CH2:9][c:10]1[cH:11][cH:12][cH:13][cH:14][cH:15]1.[CH2:25]([c:26]1[cH:27][cH:28][cH:29][cH:30][cH:31]1)[O:32][c:33]1[c:34]([O:44][CH:45]2[CH2:46][CH2:47][CH2:48][CH2:49]2)[cH:35][c:36]([CH:39]=[CH:40][N+:41](=[O:42])[O-:43])[cH:37][cH:38]1.[CH2:50]1[O:51][CH2:52][CH2:53][CH2:54]1.[CH:17]([NH:18][CH:19]([CH3:20])[CH3:21])([CH3:22])[CH3:23].[Li:24]>>[C:1]([CH2:2][CH:39]([c:36]1[cH:35][c:34]([O:44][CH:45]2[CH2:46][CH2:47][CH2:48][CH2:49]2)[c:33]([O:32][CH2:25][c:26]2[cH:27][cH:28][cH:29][cH:30][cH:31]2)[cH:38][cH:37]1)[CH2:40][N+:41](=[O:42])[O-:43])(=[O:3])[N:4]1[C:5](=[O:16])[O:6][CH2:7][CH:8]1[CH2:9][c:10]1[cH:11][cH:12][cH:13][cH:14][cH:15]1. Starting materials: C(C)OC1=C(C=C(C=C1)N)CC (4-ethoxy-3-ethyl-phenylamine), C(C)(=O)OC(C)=O (acetic anhydride). Solvent: O (water), N1=CC=CC=C1 (pyridine). Run at time 18 hour. Product: C(C)OC1=C(C=C(C=C1)NC(C)=O)CC (N-(4-ethoxy-3-ethyl-phenyl) acetamide). As a reaction SMILES: [CH2:1]([O:3][C:4]1[CH:9]=[CH:8][C:7]([NH2:10])=[CH:6][C:5]=1[CH2:11][CH3:12])[CH3:2].[C:13](OC(=O)C)(=[O:15])[CH3:14]>N1C=CC=CC=1.O>[CH2:1]([O:3][C:4]1[CH:9]=[CH:8][C:7]([NH:10][C:13](=[O:15])[CH3:14])=[CH:6][C:5]=1[CH2:11][CH3:12])[CH3:2]. Procedure details: To a solution of 4-ethoxy-3-ethyl-phenylamine [0.6 g, Reference Example 30(t)] in pyridine (5 mL) was added acetic anhydride (1 mL) and the mixture was stirred 18 hours at ambient temperature. The reaction mixture was diluted with water (100 mL) and the aqueous mixture was extracted twice with ethyl acetate (100 mL). The combined extracts were evaporated to give N-(4-ethoxy-3-ethyl-phenyl) acetamide (0.6 g) as a pink foam. GC-MS one peak, RT=9.16 minutes, MS 207 (M)+. (f) N-(4-Methoxy-3-methyl-p... Starting materials: ClC=1C=CC2=C(C(=NC(C(N2C)=O)NC(=S)NC2=CC=C(C3=CC=CC=C23)N2CCOCC2)C2=C(C=CC=C2)Cl)C1 (N-[7-chloro-5-(2-chlorophenyl)-2,3-dihydro-1-methyl-2-oxo-1H-1,4-benzodiazepin-3-yl]-N′-[4-(4-morpholinyl)-1-naphthalenyl]-thiourea), N (ammonia). Reagents/catalysts: [O-]S(=O)(=O)C(F)(F)F.[Ag+] (silver triflate). The solvent is ClCCl (dichloromethane), ClCCl (dichloromethane). Conditions: time 3 hour. Yields the product ClC=1C=CC2=C(C(=NC(C(N2C)=O)NC(=N)NC2=CC=C(C3=CC=CC=C23)N2CCOCC2)C2=C(C=CC=C2)Cl)C1 (N-[7-chloro-5-(2-chlorophenyl)-2,3-dihydro-1-methyl-2-oxo-1H-1,4-benzo-diazepin-3-yl]-N′-[4(4-morpholinyl)-1-naphthalenyl]-guanidine). Isolated yield 28.0%. Reaction SMILES: [Cl:1][C:2]1[CH:3]=[CH:4][C:5]2[N:11]([CH3:12])[C:10](=[O:13])[CH:9]([NH:14][C:15]([NH:17][C:18]3[C:27]4[C:22](=[CH:23][CH:24]=[CH:25][CH:26]=4)[C:21]([N:28]4[CH2:33][CH2:32][O:31][CH2:30][CH2:29]4)=[CH:20][CH:19]=3)=S)[N:8]=[C:7]([C:34]3[CH:39]=[CH:38][CH:37]=[CH:36][C:35]=3[Cl:40])[C:6]=2[CH:41]=1.[NH3:42]>ClCCl.[O-]S(C(F)(F)F)(=O)=O.[Ag+]>[Cl:1][C:2]1[CH:3]=[CH:4][C:5]2[N:11]([CH3:12])[C:10](=[O:13])[CH:9]([NH:14][C:15]([NH:17][C:18]3[C:27]4[C:22](=[CH:23][CH:24]=[CH:25][CH:26]=4)[C:21]([N:28]4[CH2:33][CH2:32][O:31][CH2:30][CH2:29]4)=[CH:20][CH:19]=3)=[NH:42])[N:8]=[C:7]([C:34]3[CH:39]=[CH:38][CH:37]=[CH:36][C:35]=3[Cl:40])[C:6]=2[CH:41]=1 |f:3.4|. Reported procedure: As illustrated in the scheme above, to a solution of N-[7-chloro-5-(2-chlorophenyl)-2,3-dihydro-1-methyl-2-oxo-1H-1,4-benzodiazepin-3-yl]-N′-[4-(4-morpholinyl)-1-naphthalenyl]-thiourea (EXAMPLE 11) (0.029 g, 0.05 mmol) and silver triflate (0.038 g, 0.15 mmol) in dichloromethane (2 ml) was added a solution of ammonia (0.25 ml, 2M in methanol). The reaction mixture was stirred at room temperature for 3 h, diluted with dichloromethane (10 ml) and washed with brine (2×5 ml). The organic layer was dr... The reactants are COC(=O)C=1SC=C(C1C)Br (4-Bromo-3-methyl-thiophene-2-carboxylic acid methyl ester), BrN1C(CCC1=O)=O (N-bromosuccinimide), C(C1=CC=CC=C1)(=O)OOC(C1=CC=CC=C1)=O (benzoyl peroxide). Run in C1=CC=CC=C1 (benzene), C(C)(=O)OCC (ethyl acetate). The product is COC(=O)C=1SC=C(C1CBr)Br (4-Bromo-3-bromomethyl-thiophene-2-carboxylic acid methyl ester). Isolated yield 56.7%. As a reaction SMILES: [CH3:1][O:2][C:3]([C:5]1[S:6][CH:7]=[C:8]([Br:11])[C:9]=1[CH3:10])=[O:4].[Br:12]N1C(=O)CCC1=O.C(OOC(=O)C1C=CC=CC=1)(=O)C1C=CC=CC=1>C1C=CC=CC=1.C(OCC)(=O)C>[CH3:1][O:2][C:3]([C:5]1[S:6][CH:7]=[C:8]([Br:11])[C:9]=1[CH2:10][Br:12])=[O:4]. Reported procedure: 4-Bromo-3-methyl-thiophene-2-carboxylic acid methyl ester (3.0 g, 12.8 mmol), example 31-a, N-bromosuccinimide (2.33 g, 13.1 mmol), and benzoyl peroxide (310 mg, 1.28 mmol) were suspended in 32 mL of benzene and heated at reflux temperature for 16 hours. The reaction mixture was cooled and diluted with ethyl acetate. The reaction mixture was washed successively with saturated bicarbonate solution, brine, saturated ammonium chloride solution, and brine. The organic solvent was dried, filtered, an... Starting materials: O1COC2=CC3=C(N=C(N3)S)C=C21 (5H-1,3-dioxolo[4,5-f]benzimidazole-6-thiol), Cl.ClCC1=NC=C(C(=C1C)OC)C (2-chloromethyl-4-methoxy-3,5-dimethylpyridine hydrochloride), [OH-].[Na+] (sodium hydroxide). Solvent: alcohol, O (water). Product: COC1=C(C(=NC=C1C)CSC=1NC2=C(N1)C=C1C(=C2)OCO1)C (6-[[(4-methoxy-3,5-dimethyl-2-pyridyl)methyl]thio]-5H-1,3-dioxolo[4,5-f]benzimidazole). As a reaction SMILES: [O:1]1[C:13]2[C:4](=[CH:5][C:6]3[NH:10][C:9]([SH:11])=[N:8][C:7]=3[CH:12]=2)[O:3][CH2:2]1.Cl.Cl[CH2:16][C:17]1[C:22]([CH3:23])=[C:21]([O:24][CH3:25])[C:20]([CH3:26])=[CH:19][N:18]=1.[OH-].[Na+]>O>[CH3:25][O:24][C:21]1[C:20]([CH3:26])=[CH:19][N:18]=[C:17]([CH2:16][S:11][C:9]2[NH:10][C:6]3[CH:5]=[C:4]4[O:3][CH2:2][O:1][C:13]4=[CH:12][C:7]=3[N:8]=2)[C:22]=1[CH3:23] |f:1.2,3.4|. Reported procedure: 14.8 g (76.7 mmol) of 5H-1,3-dioxolo[4,5-f]benzimidazole-6-thiol are suspended in 300 ml of alcohol and treated with 170 g (76.5 mmol) of 2-chloromethyl-4-methoxy-3,5-dimethylpyridine hydrochloride while cooling with ice. Thereafter, a solution of 6.0 g of sodium hydroxide in 150 ml of water is added dropwise thereto, the mixture is left to boil at reflux overnight and subsequently evaporated to dryness in vacuo. The residue is dissolved in 1000 ml of methylene chloride. The solution is washed f...